Dataset: the Open Reaction Database (ORD), a public repository of structured organic reaction records. Task: describe an organic reaction: reactants, conditions, products, and yield The reactants are FC(C(=O)N1CCC2=C(CC1)C=C(C(=C2)[N+](=O)[O-])O)(F)F (2,2,2-trifluoro-1-(7-hydroxy-8-nitro-1,2,4,5-tetrahydro-benzo[d]azepin-3-yl)-ethanone), C([O-])([O-])=O.[K+].[K+] (potassium carbonate), C(C1=CC=CC=C1)Br (benzylbromide). Run in CN(C)C=O (DMF). Run at time 3 hour. Yields the product C(C1=CC=CC=C1)OC1=CC2=C(CCN(CC2)C(C(F)(F)F)=O)C=C1[N+](=O)[O-] (1-(7-benzyloxy-8-nitro-1,2,4,5-tetrahydro-benzo[d]azepin-3-yl)-2,2,2-trifluoro-ethanone). RXN SMILES: [F:1][C:2]([F:21])([F:20])[C:3]([N:5]1[CH2:11][CH2:10][C:9]2[CH:12]=[C:13]([OH:19])[C:14]([N+:16]([O-:18])=[O:17])=[CH:15][C:8]=2[CH2:7][CH2:6]1)=[O:4].C(=O)([O-])[O-].[K+].[K+].[CH2:28](Br)[C:29]1[CH:34]=[CH:33][CH:32]=[CH:31][CH:30]=1>CN(C=O)C>[CH2:28]([O:19][C:13]1[C:14]([N+:16]([O-:18])=[O:17])=[CH:15][C:8]2[CH2:7][CH2:6][N:5]([C:3](=[O:4])[C:2]([F:1])([F:20])[F:21])[CH2:11][CH2:10][C:9]=2[CH:12]=1)[C:29]1[CH:34]=[CH:33][CH:32]=[CH:31][CH:30]=1 |f:1.2.3|. Procedure: 1.30 g (4.27 mmol) 2,2,2-trifluoro-1-(7-hydroxy-8-nitro-1,2,4,5-tetrahydro-benzo[d]azepin-3-yl)-ethanone are placed in 20 ml DMF and at room temperature 0.65 g (4.70 mmol) potassium carbonate and 0.508 ml (4.27 mmol) benzylbromide are added and the mixture is stirred for 3 h. Then it is filtered and the filtrate is concentrated by evaporation i.vac., the residue is triturated with water, suction filtered and dried at 45° C. in the circulating air dryer. Starting materials: O=C([O-])O, Cc1ccccc1, O=C(Cl)OCc1ccccc1, C1=CCNCC1, [Na+], c1ccccc1. Yields the product O=C(OCc1ccccc1)N1CC=CCC1. RXN SMILES: [C:7](=[O:8])([OH:9])[O-:10].[CH3:23][c:24]1[cH:25][cH:26][cH:27][cH:28][cH:29]1.[Cl:12][C:13](=[O:14])[O:15][CH2:16][c:17]1[cH:18][cH:19][cH:20][cH:21][cH:22]1.[NH:1]1[CH2:2][CH:3]=[CH:4][CH2:5][CH2:6]1.[Na+:11].[cH:30]1[cH:31][cH:32][cH:33][cH:34][cH:35]1>>[N:1]1([C:13](=[O:14])[O:15][CH2:16][c:17]2[cH:18][cH:19][cH:20][cH:21][cH:22]2)[CH2:2][CH:3]=[CH:4][CH2:5][CH2:6]1. The product is CC(SC1COC(c2ccccc2)OC1)C(O)(Cn1cncn1)c1ccc(F)cc1. RXN SMILES: [C:21](=[O:22])([CH3:23])[S:24][CH:25]1[CH2:26][O:27][CH:28]([c:31]2[cH:32][cH:33][cH:34][cH:35][cH:36]2)[O:29][CH2:30]1.[CH3:1][O-:2].[CH3:37][CH2:38][OH:39].[F:4][c:5]1[cH:6][cH:7][c:8]([C:11]2([CH2:15][n:16]3[n:17][cH:18][n:19][cH:20]3)[O:12][CH:13]2[CH3:14])[cH:9][cH:10]1.[Na+:3]>>[F:4][c:5]1[cH:6][cH:7][c:8]([C:11]([OH:12])([CH:13]([CH3:14])[S:24][CH:25]2[CH2:26][O:27][CH:28]([c:31]3[cH:32][cH:33][cH:34][cH:35][cH:36]3)[O:29][CH2:30]2)[CH2:15][n:16]2[n:17][cH:18][n:19][cH:20]2)[cH:9][cH:10]1. Reactants: CC(=O)SC1COC(c2ccccc2)OC1, C[O-], CCO, CC1OC1(Cn1cncn1)c1ccc(F)cc1, [Na+]. The reactants are CC1CNCC(C)N1, CN1CCCC1=O, Cc1nc(N)ncc1-c1nc(N2CCOCC2)c2nc(Cl)n(CC3CC3)c2n1. The product is Cc1nc(N)ncc1-c1nc(N2CCOCC2)c2nc(N3CC(C)NC(C)C3)n(CC3CC3)c2n1. As a reaction SMILES: [CH3:1][CH:2]1[NH:3][CH:4]([CH3:8])[CH2:5][NH:6][CH2:7]1.[CH3:37][N:38]1[CH2:39][CH2:40][CH2:41][C:42]1=[O:43].[Cl:9][c:10]1[n:11]([CH2:33][CH:34]2[CH2:35][CH2:36]2)[c:12]2[n:13][c:14](-[c:25]3[c:26]([CH3:32])[n:27][c:28]([NH2:31])[n:29][cH:30]3)[n:15][c:16]([N:19]3[CH2:20][CH2:21][O:22][CH2:23][CH2:24]3)[c:17]2[n:18]1>>[CH3:1][CH:2]1[NH:3][CH:4]([CH3:8])[CH2:5][N:6]([c:10]2[n:11]([CH2:33][CH:34]3[CH2:35][CH2:36]3)[c:12]3[n:13][c:14](-[c:25]4[c:26]([CH3:32])[n:27][c:28]([NH2:31])[n:29][cH:30]4)[n:15][c:16]([N:19]4[CH2:20][CH2:21][O:22][CH2:23][CH2:24]4)[c:17]3[n:18]2)[CH2:7]1.